From a dataset of the Open Reaction Database (ORD), a public repository of structured organic reaction records. describe an organic reaction: reactants, conditions, products, and yield Starting materials: CCO, CC1=C(Cl)C(=O)OC(C)(C)O1, [Na]. The product is CCOC(=O)C(Cl)C(C)=O. RXN SMILES: [CH3:13][CH2:14][OH:15].[Cl:2][C:3]1=[C:8]([CH3:9])[O:7][C:6]([CH3:10])([CH3:11])[O:5][C:4]1=[O:12].[Na:1]>>[Cl:2][CH:3]([C:4]([O:5][CH2:6][CH3:10])=[O:12])[C:8](=[O:7])[CH3:9]. RXN SMILES: [CH3:21][CH2:22][OH:23].[Cl:1][c:2]1[c:3]2[c:7]([cH:8][c:9]([F:11])[cH:10]1)[C:6]([OH:12])([CH2:13][C:14](=[O:15])[O:16][CH2:17][CH3:18])[CH2:5][CH2:4]2.[Na+:20].[OH-:19]>>[Cl:1][c:2]1[c:3]2[c:7]([cH:8][c:9]([F:11])[cH:10]1)[C:6]([OH:12])([CH2:13][C:14](=[O:15])[OH:16])[CH2:5][CH2:4]2. Product: O=C(O)CC1(O)CCc2c(Cl)cc(F)cc21. Starting materials: CCO, CCOC(=O)CC1(O)CCc2c(Cl)cc(F)cc21, [Na+], [OH-]. Reactants: CCOC(=O)C(CCC(=O)OC(C)(C)C)C(=O)OCC, ClCCl, O=C(O)C(F)(F)F. The product is CCOC(=O)C(CCC(=O)O)C(=O)OCC. Reaction SMILES: [C:1]([CH3:2])([CH3:3])([CH3:4])[O:5][C:6](=[O:7])[CH2:8][CH2:9][CH:10]([C:11](=[O:12])[O:13][CH2:14][CH3:15])[C:16](=[O:17])[O:18][CH2:19][CH3:20].[Cl:28][CH2:29][Cl:30].[F:21][C:22]([F:23])([F:24])[C:25]([OH:26])=[O:27]>>[O:5]=[C:6]([OH:7])[CH2:8][CH2:9][CH:10]([C:11](=[O:12])[O:13][CH2:14][CH3:15])[C:16](=[O:17])[O:18][CH2:19][CH3:20]. Starting materials: aqueous solution, [OH-].[Na+] (sodium hydroxide), ClC1=C(C(=O)OC)C=C(C=C1[N+](=O)[O-])[N+](=O)[O-] (methyl 2-chloro-3,5-dinitrobenzoate), aqueous solution, [OH-].[Na+] (sodium hydroxide), NC1C(C2=CC=CC=C2C=C1)=S (2-amino-1-naphthalenethione). Solvent: C(C)O (ethanol), C(C)O (ethanol). Product: [N+](=O)([O-])C=1C=C2SC=3C4=C(C=CC3NC2=C(C1)C(=O)O)C=CC=C4 (10-Nitro-7H-benzo[c]phenothiazine-8-carboxylic acid). Isolated yield 34.6%. As a reaction SMILES: [OH-].[Na+].[NH2:3][CH:4]1[CH:13]=[CH:12][C:11]2[C:6](=[CH:7][CH:8]=[CH:9][CH:10]=2)[C:5]1=[S:14].Cl[C:16]1[C:25]([N+:26]([O-:28])=[O:27])=[CH:24][C:23]([N+]([O-])=O)=[CH:22][C:17]=1[C:18]([O:20]C)=[O:19]>C(O)C>[N+:26]([C:25]1[CH:24]=[C:23]2[C:22](=[C:17]([C:18]([OH:20])=[O:19])[CH:16]=1)[NH:3][C:4]1[CH:13]=[CH:12][C:11]3[CH:10]=[CH:9][CH:8]=[CH:7][C:6]=3[C:5]=1[S:14]2)([O-:28])=[O:27] |f:0.1|. Procedure: 5 ml of a 2 N aqueous solution of sodium hydroxide was added to a solution of 1.7 g (9.73 mmol) of 2-amino-1-naphthalenethione in ethanol (30 ml) and the obtained mixture was heated under reflux. To this mixture was added 2.54 g(9.76 mmol) of methyl 2-chloro-3,5-dinitrobenzoate and the obtained mixture was heated under reflux for 1 hour. To this mixture were added 10 ml of a 2 N aqueous solution of sodium hydroxide and 40 ml of ethanol and the obtained mixture was heated under reflux for additio... Reactants: O.[OH-].[Li+] (lithium hydroxide hydrate), COC([C@@H](NC(CC(C)(C)NC(=O)OCC1=CC=CC=C1)=O)CC1=CC=C(C=C1)OC)=O (N-[3-[1-(benzyloxy)formamido]-3-methylbutyryl]-3-(p-methoxyphenyl)-L-alanine methyl ester). Run in O (water), O (water), O1CCOCC1 (dioxan). Reaction conditions: time 1 hour. Yields the product C(C1=CC=CC=C1)OC(=O)NC(CC(=O)N[C@@H](CC1=CC=C(C=C1)OC)C(=O)O)(C)C (N-[3-[1-(Benzyloxy)formamido]-3-methylbutyryl]-3-(p-methoxyphenyl)-L-alanine). Reaction SMILES: O.[OH-].[Li+].C[O:5][C:6](=[O:35])[C@H:7]([CH2:26][C:27]1[CH:32]=[CH:31][C:30]([O:33][CH3:34])=[CH:29][CH:28]=1)[NH:8][C:9](=[O:25])[CH2:10][C:11]([NH:14][C:15]([O:17][CH2:18][C:19]1[CH:24]=[CH:23][CH:22]=[CH:21][CH:20]=1)=[O:16])([CH3:13])[CH3:12]>O.O1CCOCC1>[CH2:18]([O:17][C:15]([NH:14][C:11]([CH3:13])([CH3:12])[CH2:10][C:9]([NH:8][C@H:7]([C:6]([OH:35])=[O:5])[CH2:26][C:27]1[CH:28]=[CH:29][C:30]([O:33][CH3:34])=[CH:31][CH:32]=1)=[O:25])=[O:16])[C:19]1[CH:20]=[CH:21][CH:22]=[CH:23][CH:24]=1 |f:0.1.2|. Procedure details: 0.184 g (4.39 mmol) of lithium hydroxide hydrate dissolved in 8 ml of water is added dropwise to a solution of 1.7 g (3.84 mmol) of N-[3-[1-(benzyloxy)formamido]-3-methylbutyryl]-3-(p-methoxyphenyl)-L-alanine methyl ester in 16 ml of dioxan. The solution is stirred at 0° for 1 hour, then treated with 20 ml of water and extracted twice with ether. The aqueous phase is acidified with 6N hydrochloric acid and extracted twice with ether. The combined ether extracts are washed with saturated sodium c... Reactants: [OH-].[Na+] (Sodium hydroxide), ClC1(C(C=CC(=C1)C)N1N=C(CC1=O)NC=1C=C(C(=O)OCCCCCCCCCCCC)C=CC1OC)C (Dodecyl 3-{N-[1-(2-chloro-2,4-dimethylphenyl)-4,5-dihydro-5-oxo-1H-pyrazol-3-yl]-amino}-4-methoxy-benzoate), C(C)(=O)OC(C)=O (acetic anhydride), ice water, Cl (hydrochloric acid). The solvent is CO (methanol), C(C)(=O)Cl (acetyl chloride). Run at time 4 hour. Product: ClC1(C(C=CC(=C1)C)N1N=C(CC1=O)N(C(C)=O)C=1C=C(C(=O)OCCCCCCCCCCCC)C=CC1OC)C (Dodecyl 3-{N-[1-(2-chloro-2,4-dimethylphenyl)-4,5-dihydro-5-oxo-1H-pyrazol-3-yl]-N-acetylamino}-4-methoxybenzoate). As a reaction SMILES: [Cl:1][C:2]1([CH3:39])[CH:7]=[C:6]([CH3:8])[CH:5]=[CH:4][CH:3]1[N:9]1[C:13](=[O:14])[CH2:12][C:11]([NH:15][C:16]2[CH:17]=[C:18]([CH:34]=[CH:35][C:36]=2[O:37][CH3:38])[C:19]([O:21][CH2:22][CH2:23][CH2:24][CH2:25][CH2:26][CH2:27][CH2:28][CH2:29][CH2:30][CH2:31][CH2:32][CH3:33])=[O:20])=[N:10]1.[C:40](OC(=O)C)(=[O:42])[CH3:41].[OH-].[Na+].Cl>C(Cl)(=O)C.CO>[Cl:1][C:2]1([CH3:39])[CH:7]=[C:6]([CH3:8])[CH:5]=[CH:4][CH:3]1[N:9]1[C:13](=[O:14])[CH2:12][C:11]([N:15]([C:16]2[CH:17]=[C:18]([CH:34]=[CH:35][C:36]=2[O:37][CH3:38])[C:19]([O:21][CH2:22][CH2:23][CH2:24][CH2:25][CH2:26][CH2:27][CH2:28][CH2:29][CH2:30][CH2:31][CH2:32][CH3:33])=[O:20])[C:40](=[O:42])[CH3:41])=[N:10]1 |f:2.3|. Reported procedure: Dodecyl 3-{N-[1-(2-chloro-2,4-dimethylphenyl)-4,5-dihydro-5-oxo-1H-pyrazol-3-yl]-amino}-4-methoxy-benzoate (10.5 g, 18.9 mmol) was dissolved in acetyl chloride (50 ml) and acetic anhydride (35 ml) and the solution was heated under reflux for 1.5 hrs. The solution was cooled, then it was slowly poured into ice/water (750 ml) and the resulting sticky solid was extracted with ethyl acetate (2×100 ml). The combined extracts were dried (MgSO4) and evaporated to give an oil. Sodium hydroxide (0.8 g, 1... The reactants are CC1=CC(=NO1)CCCBr (5-methyl-3-(3-bromopropyl)isoxazole), C(CC(=O)OCC)(=O)OCC (diethyl malonate), CC1=CC(=NO1)CCC(=O)O (5-Methyl-3-isoxazolepropanoic acid). The product is C(=O)(O)CCCCC1=NOC(=C1)C (3-(4-Carboxybutyl)-5-methylisoxazole). The yield is 56.0%. Reaction SMILES: [CH3:1][C:2]1[O:6][N:5]=[C:4]([CH2:7][CH2:8][CH2:9]Br)[CH:3]=1.C(OCC)(=O)[CH2:12][C:13]([O:15]CC)=[O:14].CC1ON=C(CCC(O)=O)C=1>>[C:13]([CH2:12][CH2:9][CH2:8][CH2:7][C:4]1[CH:3]=[C:2]([CH3:1])[O:6][N:5]=1)([OH:15])=[O:14]. Procedure: 3-(4-Carboxybutyl)-5-methylisoxazole was prepared from 5-methyl-3-(3-bromopropyl)isoxazole and diethyl malonate according to the procedure of part (c) above, and was obtained in 56% yield as a colorless solid, m.p. 58°-60° C. when recrystallized from carbon tetrachloride.